From a dataset of the Open Reaction Database (ORD), a public repository of structured organic reaction records. describe an organic reaction: reactants, conditions, products, and yield The reactants are C(C1=CC=CC=C1)Cl (Benzylchloride), OC1=CC=C(C=O)C=C1 (4-Hydroxybenzaldehyde), ( 7 ), C([O-])([O-])=O.[K+].[K+] (potassium carbonate), ice water. Run in CN(C=O)C (dimethylformamide). Reaction conditions: time 15 minute. Yields the product C(C1=CC=CC=C1)OC1=CC=C(C=O)C=C1 (4-benzyloxybenzaldehyde). The yield is 93.0%. RXN SMILES: [OH:1][C:2]1[CH:9]=[CH:8][C:5]([CH:6]=[O:7])=[CH:4][CH:3]=1.C(=O)([O-])[O-].[K+].[K+].[CH2:16](Cl)[C:17]1[CH:22]=[CH:21][CH:20]=[CH:19][CH:18]=1>CN(C)C=O>[CH2:16]([O:1][C:2]1[CH:9]=[CH:8][C:5]([CH:6]=[O:7])=[CH:4][CH:3]=1)[C:17]1[CH:22]=[CH:21][CH:20]=[CH:19][CH:18]=1 |f:1.2.3|. Procedure details: 4-Hydroxybenzaldehyde of the formula (7) (100 g), potassium carbonate (226 g) and dimethylformamide (500 ml) were taken in a reaction flask and stirred for 15 minutes. Benzylchloride (114 g) was then added at room temperature and the reaction mass was stirred at the same temperature for a period of 8–10 h. The progress of the reaction was monitored with TLC. After completion of the reaction, the reaction mixture was dumped into ice water and extracted with toluene. The combined organic extracts ... Starting materials: Cc1cnc(CN(CCCN)C2CCCc3cccnc32)c(C)c1, C[Si](C)(C)N=C=O, CC(C)O. The product is Cc1cnc(CN(CCCNC(N)=O)C2CCCc3cccnc32)c(C)c1. Reaction SMILES: [CH3:1][c:2]1[c:3]([CH2:9][N:10]([CH2:11][CH2:12][CH2:13][NH2:14])[CH:15]2[CH2:16][CH2:17][CH2:18][c:19]3[cH:20][cH:21][cH:22][n:23][c:24]32)[n:4][cH:5][c:6]([CH3:8])[cH:7]1.[CH3:25][Si:26]([CH3:27])([CH3:28])[N:29]=[C:30]=[O:31].[CH3:32][CH:33]([OH:34])[CH3:35]>>[CH3:1][c:2]1[c:3]([CH2:9][N:10]([CH2:11][CH2:12][CH2:13][NH:14][C:30]([NH2:29])=[O:31])[CH:15]2[CH2:16][CH2:17][CH2:18][c:19]3[cH:20][cH:21][cH:22][n:23][c:24]32)[n:4][cH:5][c:6]([CH3:8])[cH:7]1. Reactants: CCOC(=O)N1CC=C(c2c[nH]c3ncccc23)CC1, CCO, [Pd]. The product is CCOC(=O)N1CCC(c2c[nH]c3ncccc23)CC1. As a reaction SMILES: [CH2:1]([CH3:2])[O:3][C:4](=[O:5])[N:6]1[CH2:7][CH2:8][C:9]([c:12]2[cH:13][nH:14][c:15]3[n:16][cH:17][cH:18][cH:19][c:20]23)=[CH:10][CH2:11]1.[CH3:21][CH2:22][OH:23].[Pd:24]>>[CH2:1]([CH3:2])[O:3][C:4](=[O:5])[N:6]1[CH2:7][CH2:8][CH:9]([c:12]2[cH:13][nH:14][c:15]3[n:16][cH:17][cH:18][cH:19][c:20]23)[CH2:10][CH2:11]1. Reactants: COc1cccc(C=O)c1, COc1cccc2c1C(=O)OC2, ClC(Cl)Cl, COC(=O)C=P(c1ccccc1)(c1ccccc1)c1ccccc1. Product: COc1cccc2c1C(O)OC2. RXN SMILES: [CH3:13][O:14][c:15]1[cH:16][c:17]([CH:21]=[O:22])[cH:18][cH:19][cH:20]1.[CH3:1][O:2][c:3]1[cH:4][cH:5][cH:6][c:7]2[c:12]1[C:10](=[O:11])[O:9][CH2:8]2.[CH:47]([Cl:48])([Cl:49])[Cl:50].[c:23]1([P:24](=[CH:25][C:26]([O:27][CH3:28])=[O:29])([c:30]2[cH:31][cH:32][cH:33][cH:34][cH:35]2)[c:36]2[cH:37][cH:38][cH:39][cH:40][cH:41]2)[cH:42][cH:43][cH:44][cH:45][cH:46]1>>[CH3:1][O:2][c:3]1[cH:4][cH:5][cH:6][c:7]2[c:12]1[CH:10]([OH:11])[O:9][CH2:8]2. The reactants are ClC=1C=C(C=NC1C#N)C#CC1=C(C=C(C(=O)OC)C=C1)C (methyl 4-((5-chloro-6-cyanopyridin-3-yl)ethynyl)-3-methylbenzoate), P(=O)([O-])([O-])[O-].[K+].[K+].[K+] (potassium phosphate), C(C)(=O)OCC (ethyl acetate), CC1=CC(=C(C=C1)NC(OC(C)(C)C)=O)B1OC(C(O1)(C)C)(C)C (tert-butyl 4-methyl-2-(4,4,5,5-tetramethyl-1,3,2-dioxaborolan-2-yl)phenylcarbamate), C1(CCCCC1)P(C1=C(C=CC=C1)C1=C(C=CC=C1OC)OC)C1CCCCC1 (dicyclohexyl(2′,6′-dimethoxybiphenyl-2-yl)phosphine). The reagents and catalysts are C=1C=CC(=CC1)/C=C/C(=O)/C=C/C2=CC=CC=C2.C=1C=CC(=CC1)/C=C/C(=O)/C=C/C2=CC=CC=C2.C=1C=CC(=CC1)/C=C/C(=O)/C=C/C2=CC=CC=C2.[Pd].[Pd] (tris(dibenzylideneacetone)dipalladium(0)). Solvent: O (water), C(CCC)O.O (n-butanol H2O). Yields the product CC1=C(C(=O)OC)C=CC(=C1C)C#CC=1C=NC=2C(=NC3=C(C2C1)C=CC(=C3)C)N (methyl methyl-4-((5-amino-8-methylbenzo[f][1,7]naphthyridin-2-yl)ethynyl)-3-methylbenzoate). Reaction SMILES: Cl[C:2]1[CH:3]=[C:4]([C:10]#[C:11][C:12]2[CH:21]=[CH:20][C:15](C(OC)=O)=[CH:14][C:13]=2[CH3:22])[CH:5]=[N:6][C:7]=1[C:8]#[N:9].C[C:24]1[CH:29]=[CH:28][C:27]([NH:30]C(=O)OC(C)(C)C)=[C:26](B2OC(C)(C)C(C)(C)O2)[CH:25]=1.[CH:47]1(P(C2CCCCC2)C2C=CC=CC=2C2C(OC)=CC=CC=2OC)CCCCC1.P([O-])([O-])([O-])=O.[K+].[K+].[K+].[C:84]([O:87][CH2:88]C)(=[O:86])[CH3:85]>C(O)CCC.O.O.C1C=CC(/C=C/C(/C=C/C2C=CC=CC=2)=O)=CC=1.C1C=CC(/C=C/C(/C=C/C2C=CC=CC=2)=O)=CC=1.C1C=CC(/C=C/C(/C=C/C2C=CC=CC=2)=O)=CC=1.[Pd].[Pd]>[CH3:15][C:14]1[C:13]([CH3:22])=[C:12]([C:11]#[C:10][C:4]2[CH:5]=[N:6][C:7]3[C:8]([NH2:9])=[N:30][C:27]4[CH:26]=[C:25]([CH3:47])[CH:24]=[CH:29][C:28]=4[C:2]=3[CH:3]=2)[CH:21]=[CH:20][C:85]=1[C:84]([O:87][CH3:88])=[O:86] |f:3.4.5.6,8.9,11.12.13.14.15|. Procedure: A solution of methyl 4-((5-chloro-6-cyanopyridin-3-yl)ethynyl)-3-methylbenzoate (from the previous step) (1.0 eq.), tert-butyl 4-methyl-2-(4,4,5,5-tetramethyl-1,3,2-dioxaborolan-2-yl)phenylcarbamate (From Example 5/Step 2) (1.5 eq.), tris(dibenzylideneacetone)dipalladium(0) (10 mol %), dicyclohexyl(2′,6′-dimethoxybiphenyl-2-yl)phosphine (20 mol %), and potassium phosphate (2.0 eq.) in n-butanol /H2O (2.5:1, 0.04 M) was stirred at 100° C. overnight. After cooling to ambient temperature, the react... Starting materials: NC=1SC(=C(N1)C(=O)N1[C@H]2C[C@H]2C[C@H]1CN)C1=CC(=CC=C1)F ([2-amino-5-(3-fluoro-phenyl)-thiazol-4-yl]-((1S,3S,5S)-3-aminomethyl-2-aza-bicyclo[3.1.0]hex-2-yl)-methanone), O1COC2=C1C=CC=C2C(=O)O (benzo[1,3]dioxole-4-carboxylic acid). Yields the product NC=1SC(=C(N1)C(=O)N1[C@H]2C[C@H]2C[C@H]1CNC(=O)C1=CC=CC=2OCOC21)C2=CC(=CC=C2)F (benzo[1,3]dioxole-4-carboxylic acid {(1S,3S,5S)-2-[2-amino-5-(3-fluoro-phenyl)-thiazole-4-carbonyl]-2-aza-bicyclo[3.1.0]hex-3-ylmethyl}-amide). Reaction SMILES: [NH2:1][C:2]1[S:3][C:4]([C:17]2[CH:22]=[CH:21][CH:20]=[C:19]([F:23])[CH:18]=2)=[C:5]([C:7]([N:9]2[C@H:14]([CH2:15][NH2:16])[CH2:13][C@H:12]3[C@@H:10]2[CH2:11]3)=[O:8])[N:6]=1.[O:24]1[C:28]2[CH:29]=[CH:30][CH:31]=[C:32]([C:33](O)=[O:34])[C:27]=2[O:26][CH2:25]1>>[NH2:1][C:2]1[S:3][C:4]([C:17]2[CH:22]=[CH:21][CH:20]=[C:19]([F:23])[CH:18]=2)=[C:5]([C:7]([N:9]2[C@H:14]([CH2:15][NH:16][C:33]([C:32]3[C:27]4[O:26][CH2:25][O:24][C:28]=4[CH:29]=[CH:30][CH:31]=3)=[O:34])[CH2:13][C@H:12]3[C@@H:10]2[CH2:11]3)=[O:8])[N:6]=1. Procedure: prepared by reaction of [2-amino-5-(3-fluoro-phenyl)-thiazol-4-yl]-((1S,3S,5S)-3-aminomethyl-2-aza-bicyclo[3.1.0]hex-2-yl)-methanone with benzo[1,3]dioxole-4-carboxylic acid. LC-MS (basic): tR=0.80 min; [M+H]+=481.1. Procedure details: Following the procedure of Example 28b except substituting 5-methoxybenzofuran-2-carboxylic acid for benzofuran-2-carboxylic acid and (S)-2-amino-4-methyl-pentanoic acid [3-hydroxy-1-(6-methyl-pyridine-2-sulfonyl)-azepan-4-yl]-amide of Example 235c for (S)-2-amino-4-methyl-pentanoic acid [3-hydroxy-1-(pyridine-2-sulfonyl)-azepan-4-yl]-amide of Example 28b the title compound was prepared: MS(EI) 572 (M+). Starting materials: O1C(=CC2=C1C=CC=C2)C(=O)O (benzofuran-2-carboxylic acid), OC1CN(CCCC1NC([C@H](CC(C)C)N)=O)S(=O)(=O)C1=NC(=CC=C1)C ((S)-2-amino-4-methyl-pentanoic acid [3-hydroxy-1-(6-methyl-pyridine-2-sulfonyl)-azepan-4-yl]-amide), OC1CN(CCCC1NC([C@H](CC(C)C)N)=O)S(=O)(=O)C1=NC=CC=C1 ((S)-2-amino-4-methyl-pentanoic acid [3-hydroxy-1-(pyridine-2-sulfonyl)-azepan-4-yl]-amide). Product: CC(C[C@@H](C(NC1C(CN(CCC1)S(=O)(=O)C1=NC(=CC=C1)C)O)=O)NC(=O)C=1OC2=C(C1)C=C(C=C2)OC)C (5-Methoxybenzofuran-2-carboxylic acid {(S)-3-methyl-1-[1-(6-methyl-pyridine-2-sulfonyl)-3-hydroxy-azepan-4-ylcarbamoyl]-butyl}amide). As a reaction SMILES: [O:1]1[C:5]2[CH:6]=[CH:7][CH:8]=[CH:9][C:4]=2[CH:3]=[C:2]1[C:10]([OH:12])=O.[OH:13][CH:14]1[CH:20]([NH:21][C:22](=[O:29])[C@@H:23]([NH2:28])[CH2:24][CH:25]([CH3:27])[CH3:26])[CH2:19][CH2:18][CH2:17][N:16]([S:30]([C:33]2[CH:38]=[CH:37][CH:36]=[C:35]([CH3:39])[N:34]=2)(=[O:32])=[O:31])[CH2:15]1.[OH:40][CH:41]1C(NC(=O)[C@@H](N)CC(C)C)CCCN(S(C2C=CC=CN=2)(=O)=O)C1>>[CH3:26][CH:25]([CH3:27])[CH2:24][C@H:23]([NH:28][C:10]([C:2]1[O:1][C:5]2[CH:6]=[CH:7][C:8]([O:40][CH3:41])=[CH:9][C:4]=2[CH:3]=1)=[O:12])[C:22](=[O:29])[NH:21][CH:20]1[CH2:19][CH2:18][CH2:17][N:16]([S:30]([C:33]2[CH:38]=[CH:37][CH:36]=[C:35]([CH3:39])[N:34]=2)(=[O:32])=[O:31])[CH2:15][CH:14]1[OH:13]. Product: ClC1=C(C=NN(C1=O)C)OC (5-chloro-4-methoxy-1-methyl-6-pyridazone). The yield is 84.3%. Reaction SMILES: [CH3:1][O-:2].[Na+].Cl[C:5]1[CH:6]=[N:7][N:8]([CH3:13])[C:9](=[O:12])[C:10]=1[Cl:11]>CO>[Cl:11][C:10]1[C:9](=[O:12])[N:8]([CH3:13])[N:7]=[CH:6][C:5]=1[O:2][CH3:1] |f:0.1|. Starting materials: C[O-].[Na+] (sodium methylate), ClC=1C=NN(C(C1Cl)=O)C (4,5-dichloro-1-methyl-6-pyridazone). Reported procedure: 295 g of 30% strength sodium methylate solution was added to 293 g (1.64 mol) of 4,5-dichloro-1-methyl-6-pyridazone in 690 ml of methanol in such a manner that a temperature of 30° C. was not exceeded. After cooling and stirring for 12 hours at 25° C., the precipitate which had formed was filtered off, washed and dried. There was obtained 241 g (84.3%) of 5-chloro-4-methoxy-1-methyl-6-pyridazone of melting point 189°-191° C. Run in CO (methanol). Run at temperature 25 celsius, time 12 hour. RXN SMILES: [CH3:87][C:88](=[O:89])[O-:90].[Cl:1][c:2]1[cH:3][c:4]([B:15]2[O:16][C:17]([CH3:18])([CH3:19])[C:20]([CH3:21])([CH3:22])[O:23]2)[cH:5][cH:6][c:7]1[O:8][c:9]1[cH:10][cH:11][cH:12][cH:13][cH:14]1.[Cl:24][c:25]1[c:26]2[c:27]([I:28])[cH:29][n:30]([CH:31]3[CH2:32][CH2:33][CH:34]([N:35]4[CH2:36][CH2:37][N:38]([CH3:39])[CH2:40][CH2:41]4)[CH2:42][CH2:43]3)[c:44]2[n:45][cH:46][n:47]1.[NH2:48][c:49]1[c:50]2[c:51]([n:52][cH:53][n:54]1)[n:55]([CH:73]1[CH2:74][CH2:75][CH:76]([N:79]3[CH2:80][CH2:81][N:82]([CH3:85])[CH2:83][CH2:84]3)[CH2:77][CH2:78]1)[cH:56][c:57]2-[c:58]1[cH:59][cH:60][c:61]([O:62][c:63]2[cH:64][cH:65][cH:66][cH:67][cH:68]2)[c:69]([C:71]#[N:72])[cH:70]1.[NH4+:86]>>[Cl:1][c:2]1[cH:3][c:4](-[c:57]2[c:50]3[c:49]([NH2:48])[n:54][cH:53][n:52][c:51]3[n:55]([CH:73]3[CH2:74][CH2:75][CH:76]([N:79]4[CH2:80][CH2:81][N:82]([CH3:85])[CH2:83][CH2:84]4)[CH2:77][CH2:78]3)[cH:56]2)[cH:5][cH:6][c:7]1[O:8][c:9]1[cH:10][cH:11][cH:12][cH:13][cH:14]1. Reactants: CC(=O)[O-], CC1(C)OB(c2ccc(Oc3ccccc3)c(Cl)c2)OC1(C)C, CN1CCN(C2CCC(n3cc(I)c4c(Cl)ncnc43)CC2)CC1, CN1CCN(C2CCC(n3cc(-c4ccc(Oc5ccccc5)c(C#N)c4)c4c(N)ncnc43)CC2)CC1, [NH4+]. The product is CN1CCN(C2CCC(n3cc(-c4ccc(Oc5ccccc5)c(Cl)c4)c4c(N)ncnc43)CC2)CC1.